Dataset: the Open Reaction Database (ORD), a public repository of structured organic reaction records. Task: describe an organic reaction: reactants, conditions, products, and yield The reactants are CN(C)C=O, CC(=O)O, O=C1NC(=O)C(C2N=CN3CCc4cccc2c43)=C1c1cccc2cnccc12, [Na+], [OH-], O. The product is CC1Cc2cccc3c2N1C=NC3C1=C(c2cccc3cnccc23)C(=O)NC1=O. RXN SMILES: [CH3:33][N:34]([CH3:35])[CH:36]=[O:37].[CH3:38][C:39](=[O:40])[OH:41].[CH:1]1([C:13]2=[C:17]([c:18]3[c:19]4[cH:20][cH:21][n:22][cH:23][c:24]4[cH:25][cH:26][cH:27]3)[C:16](=[O:28])[NH:15][C:14]2=[O:29])[N:2]=[CH:3][N:4]2[c:5]3[c:6]([cH:7][cH:8][cH:9][c:10]31)[CH2:11][CH2:12]2.[Na+:32].[OH-:31].[OH2:30]>>[CH:1]1([C:13]2=[C:17]([c:18]3[c:19]4[cH:20][cH:21][n:22][cH:23][c:24]4[cH:25][cH:26][cH:27]3)[C:16](=[O:28])[NH:15][C:14]2=[O:29])[N:2]=[CH:3][N:4]2[c:5]3[c:6]([cH:7][cH:8][cH:9][c:10]31)[CH2:11][CH:12]2[CH3:33].